This data is from the Open Reaction Database (ORD), a public repository of structured organic reaction records. The task is: describe an organic reaction: reactants, conditions, products, and yield Starting materials: O=[N+]([O-])c1cccc(CBr)c1Br, ClCCl, CC(=O)[O-], CCCC[N+](CCCC)(CCCC)CCCC, CC#N, [Cl-], [K+]. The product is CC(=O)OCc1cccc([N+](=O)[O-])c1Br. Reaction SMILES: [Br:1][c:2]1[c:3]([CH2:11][Br:12])[cH:4][cH:5][cH:6][c:7]1[N+:8](=[O:9])[O-:10].[CH2:39]([Cl:40])[Cl:41].[CH3:14][C:15]([O-:16])=[O:17].[CH3:19][CH2:20][CH2:21][CH2:22][N+:23]([CH2:24][CH2:25][CH2:26][CH3:27])([CH2:28][CH2:29][CH2:30][CH3:31])[CH2:32][CH2:33][CH2:34][CH3:35].[CH3:36][C:37]#[N:38].[Cl-:18].[K+:13]>>[Br:1][c:2]1[c:3]([CH2:11][O:17][C:15]([CH3:14])=[O:16])[cH:4][cH:5][cH:6][c:7]1[N+:8](=[O:9])[O-:10]. Starting materials: CC(=O)Nc1cccc(Br)c1, CC(=O)[O-], CC(=O)[O-], O=C([O-])[O-], CCOC(C)=O, CC(C)(C)O, CC(C)c1cc(C(C)C)c(-c2ccccc2P(C2CCCCC2)C2CCCCC2)c(C(C)C)c1, [Cs+], [Cs+], CC(C)(C)OC(=O)c1ccc(-c2ccccc2)cc1N, O=C(C=Cc1ccccc1)C=Cc1ccccc1, O=C(C=Cc1ccccc1)C=Cc1ccccc1, O=C(C=Cc1ccccc1)C=Cc1ccccc1, O, [Pd+2], [Pd], [Pd]. The product is CC(=O)Nc1cccc(Nc2cc(-c3ccccc3)ccc2C(=O)OC(C)(C)C)c1. Reaction SMILES: [Br:27][c:28]1[cH:29][c:30]([NH:34][C:35]([CH3:36])=[O:37])[cH:31][cH:32][cH:33]1.[C:128]([O-:129])(=[O:130])[CH3:131].[C:133]([O-:134])(=[O:135])[CH3:136].[C:21](=[O:22])([O-:23])[O-:24].[CH3:138][CH2:139][O:140][C:141](=[O:142])[CH3:143].[CH3:144][C:145]([OH:146])([CH3:147])[CH3:148].[CH:38]1([P:39]([CH:40]2[CH2:41][CH2:42][CH2:43][CH2:44][CH2:45]2)[c:46]2[cH:47][cH:48][cH:49][cH:50][c:51]2-[c:52]2[c:53]([CH:54]([CH3:55])[CH3:56])[cH:57][c:58]([CH:59]([CH3:60])[CH3:61])[cH:62][c:63]2[CH:64]([CH3:65])[CH3:66])[CH2:67][CH2:68][CH2:69][CH2:70][CH2:71]1.[Cs+:25].[Cs+:26].[NH2:1][c:2]1[c:3]([C:4](=[O:5])[O:6][C:7]([CH3:8])([CH3:9])[CH3:10])[cH:11][cH:12][c:13](-[c:15]2[cH:16][cH:17][cH:18][cH:19][cH:20]2)[cH:14]1.[O:110]=[C:111]([CH:112]=[CH:113][c:114]1[cH:115][cH:116][cH:117][cH:118][cH:119]1)[CH:120]=[CH:121][c:122]1[cH:123][cH:124][cH:125][cH:126][cH:127]1.[O:74]=[C:75]([CH:76]=[CH:77][c:78]1[cH:79][cH:80][cH:81][cH:82][cH:83]1)[CH:84]=[CH:85][c:86]1[cH:87][cH:88][cH:89][cH:90][cH:91]1.[O:92]=[C:93]([CH:94]=[CH:95][c:96]1[cH:97][cH:98][cH:99][cH:100][cH:101]1)[CH:102]=[CH:103][c:104]1[cH:105][cH:106][cH:107][cH:108][cH:109]1.[OH2:137].[Pd+2:132].[Pd:72].[Pd:73]>>[NH:1]([c:2]1[c:3]([C:4](=[O:5])[O:6][C:7]([CH3:8])([CH3:9])[CH3:10])[cH:11][cH:12][c:13](-[c:15]2[cH:16][cH:17][cH:18][cH:19][cH:20]2)[cH:14]1)[c:28]1[cH:29][c:30]([NH:34][C:35]([CH3:36])=[O:37])[cH:31][cH:32][cH:33]1. Reactants: O (water), ClC=1C=C2SC=3C=CC(=CC3N(C2=CC1)C(CNCC)C)C#N (7-chloro-10-[(2RS)-1-ethylamino-2-propyl]-2-phenothiazinecarbonitrile), ICC (iodethane), C([O-])([O-])=O.[Na+].[Na+] (sodium carbonate). The solvent is C(C)(=O)OCC (ethyl acetate), CN(C=O)C (dimethylformamide). The product is ClC=1C=C2SC=3C=CC(=CC3N(C2=CC1)C(CN(CC)CC)C)C#N (7-chloro-10-[(2RS)-1-diethylamino-2-propyl]-2-phenothiazinecarbonitrile). RXN SMILES: [Cl:1][C:2]1[CH:3]=[C:4]2[C:13](=[CH:14][CH:15]=1)[N:12]([CH:16]([CH3:21])[CH2:17][NH:18][CH2:19][CH3:20])[C:11]1[CH:10]=[C:9]([C:22]#[N:23])[CH:8]=[CH:7][C:6]=1[S:5]2.I[CH2:25][CH3:26].C(=O)([O-])[O-].[Na+].[Na+].O>CN(C)C=O.C(OCC)(=O)C>[Cl:1][C:2]1[CH:3]=[C:4]2[C:13](=[CH:14][CH:15]=1)[N:12]([CH:16]([CH3:21])[CH2:17][N:18]([CH2:25][CH3:26])[CH2:19][CH3:20])[C:11]1[CH:10]=[C:9]([C:22]#[N:23])[CH:8]=[CH:7][C:6]=1[S:5]2 |f:2.3.4|. Procedure: A mixture of 7-chloro-10-[(2RS)-1-ethylamino-2-propyl]-2-phenothiazinecarbonitrile (5 g), iodethane (2.2 cc) and sodium carbonate (2 g) in dimethylformamide (50 cc) is charged, and the mixture is brought for 9 hours to 160° C. After cooling, the reaction mixture is poured into a mixture of distilled water (500 cc) and ethyl acetate (500 cc). The organic phase is separated after settling has taken place, washed with distilled water (4×300 cc), dried over magnesium sulphate, filtered and concentra... Reactants: FC(C(=O)O)(C1(O)[C@@H](OCC2=CC=CC=C2)[C@H](OCC2=CC=CC=C2)[C@H](O1)COCC1=CC=CC=C1)F (2-deoxy-2,2-difluoro-4,5,7-tris-O-(phenylmethyl)-D-arabino-3-heptulofuranosonic acid). The solvent is N1=C(C=CC=C1C)C (2,6-lutidine). Yields the product FC(C1(O)[C@@H](OCC2=CC=CC=C2)[C@H](OCC2=CC=CC=C2)[C@H](O1)COCC1=CC=CC=C1)F (1-Deoxy-1,1-difluoro-3,4,6-tris-O-(phenylmethyl)-D-fructofuranose). RXN SMILES: [F:1][C:2]([F:37])([C:6]1([O:27][C@H:26]([CH2:28][O:29][CH2:30][C:31]2[CH:36]=[CH:35][CH:34]=[CH:33][CH:32]=2)[C@@H:17]([O:18][CH2:19][C:20]2[CH:25]=[CH:24][CH:23]=[CH:22][CH:21]=2)[C@@H:8]1[O:9][CH2:10][C:11]1[CH:16]=[CH:15][CH:14]=[CH:13][CH:12]=1)[OH:7])C(O)=O>N1C(C)=CC=CC=1C>[F:37][CH:2]([F:1])[C:6]1([O:27][C@H:26]([CH2:28][O:29][CH2:30][C:31]2[CH:32]=[CH:33][CH:34]=[CH:35][CH:36]=2)[C@@H:17]([O:18][CH2:19][C:20]2[CH:25]=[CH:24][CH:23]=[CH:22][CH:21]=2)[C@@H:8]1[O:9][CH2:10][C:11]1[CH:12]=[CH:13][CH:14]=[CH:15][CH:16]=1)[OH:7]. Procedure: A stirred solution of 2.57 g of 2-deoxy-2,2-difluoro-4,5,7-tris-O-(phenylmethyl)-D-arabino-3-heptulofuranosonic acid in 25 ml of 2,6-lutidine was refluxed for 2 hours and then concentrated. The residue was subjected to column chromatography on silica gel to give an oil, CMR δ 113.1 (triplet, J=247Hz, CF2). Reactants: [Cl-].[Al+3].[Cl-].[Cl-] (aluminum chloride), ClC1=C(C(=O)Cl)C=CC(=C1)F (2-chloro-4-fluorobenzoyl chloride), FC1=C(C(=CC=C1)F)C1=CC(=NN1C)C#N (5-(2,6-difluorophenyl)-1-methyl-1H-pyrazole-3-carbonitrile), FC1=C(C(=CC=C1)F)C1=CC(=NN1C)C#N (5-(2,6-difluorophenyl)-1-methyl-1H-pyrazole-3-carbonitrile). Run in ClCCCl (1,2-dichloroethane), ClC(C)Cl (dichloroethane). Run at temperature 180 celsius. Product: ClC1=C(C(=O)C=2C(=NN(C2C2=C(C=CC=C2F)F)C)C#N)C=CC(=C1)F (4-(2-chloro-4-fluorobenzoyl)-5-(2,6-difluorophenyl)-1-methyl-1H-pyrazole-3-carbonitrile). RXN SMILES: [Cl-].[Al+3].[Cl-].[Cl-].[Cl:5][C:6]1[CH:14]=[C:13]([F:15])[CH:12]=[CH:11][C:7]=1[C:8](Cl)=[O:9].[F:16][C:17]1[CH:22]=[CH:21][CH:20]=[C:19]([F:23])[C:18]=1[C:24]1[N:28]([CH3:29])[N:27]=[C:26]([C:30]#[N:31])[CH:25]=1>ClCCCl.ClC(Cl)C>[Cl:5][C:6]1[CH:14]=[C:13]([F:15])[CH:12]=[CH:11][C:7]=1[C:8]([C:25]1[C:26]([C:30]#[N:31])=[N:27][N:28]([CH3:29])[C:24]=1[C:18]1[C:19]([F:23])=[CH:20][CH:21]=[CH:22][C:17]=1[F:16])=[O:9] |f:0.1.2.3|. Procedure details: To a mixture of aluminum chloride (0.18 g, 1.36 mmol) in 1,2-dichloroethane (2 mL) was added a mixture of 2-chloro-4-fluorobenzoyl chloride (0.26 g, 1.36 mmol) and 5-(2,6-difluorophenyl)-1-methyl-1H-pyrazole-3-carbonitrile (i.e. the product of Step B) (0.15 g, 0.68 mmol) in dichloroethane (1 mL). The reaction mixture was heated at 180° C. in a Biotage Initiator™ microwave apparatus for 30 minutes. The resulting mixture was poured directly onto a Varian Bond Elute SIC) column and eluted with meth...